From a dataset of the Open Reaction Database (ORD), a public repository of structured organic reaction records. describe an organic reaction: reactants, conditions, products, and yield Reactants: C(C=1C(N)=CC=CC1)(=O)O (anthranilic acid), C(C)(C)(C)C1=CC=C(C(=O)Cl)C=C1 (4-tert-butylbenzoyl chloride), Cl (hydrochloric acid). The solvent is N1=CC=CC=C1 (pyridine). Run at time 12 hour. Yields the product C(C)(C)(C)C1=CC=C(C=C1)C1=NC2=C(C(O1)=O)C=CC=C2 (2-(4-tert-Butylphenyl)-4H-3,1-benzoxazin-4-one). Yield: 22.0%. RXN SMILES: [C:1]([OH:10])(=[O:9])[C:2]1[C:3](=[CH:5][CH:6]=[CH:7][CH:8]=1)[NH2:4].[C:11]([C:15]1[CH:23]=[CH:22][C:18]([C:19](Cl)=O)=[CH:17][CH:16]=1)([CH3:14])([CH3:13])[CH3:12].Cl>N1C=CC=CC=1>[C:11]([C:15]1[CH:16]=[CH:17][C:18]([C:19]2[O:9][C:1](=[O:10])[C:2]3[CH:8]=[CH:7][CH:6]=[CH:5][C:3]=3[N:4]=2)=[CH:22][CH:23]=1)([CH3:14])([CH3:13])[CH3:12]. Procedure details: To a stirred solution of anthranilic acid (34.3 g, 250 mmol) in pyridine (400 mL) was added 4-tert-butylbenzoyl chloride (94 mL, 500 mL) dropwise via an addition funnel. After stirring for 12 h, the solution was poured onto a slurry of ice and 2 N aqueous hydrochloric acid (100 mL). The mixture was extracted with dichloromethane and the organic extract was concentrated in vacuo. The residue was dissolved in fresh dichloromethane, washed once with 2 N aqueous hydrochloric acid, once with saturate... The reactants are C(C)(C)(C)OC(=O)N1CC=2C=C3C(=CC2C[C@H]1C(=O)O)OC[C@@H](O3)C3=CC(=CC=C3)OCC3=CC(=C(C=C3)Cl)Cl ((3S,8S)-3-[3-(3,4-Dichloro-benzyloxy)-phenyl]-2,3,8,9-tetrahydro-6H-[1,4]dioxino[2,3-g]isoquinoline-7,8-dicarboxylic acid 7-tert-butyl ester), CCN(C(C)C)C(C)C (DIEA), C=1C=CC2=C(C1)N=NN2O (HOBT), Cl.Cl.COC([C@H](CC1=CC=C(C=C1)C1=C(C(=NC=C1)C)C)N)=O ((S)-2-amino-3-[4-(2,3-dimethyl-pyridin-4-yl)-phenyl]-propionic acid methyl ester dihydrochloride). The solvent is C(Cl)Cl (DCM), CCN=C=NCCCN(C)C (EDCI). Run at temperature 0 celsius, time 2 hour. Product: C(C)(C)(C)OC(=O)N1CC=2C=C3C(=CC2C[C@H]1C(N[C@@H](CC1=CC=C(C=C1)C1=C(C(=NC=C1)C)C)C(=O)OC)=O)OC[C@@H](O3)C3=CC(=CC=C3)OCC3=CC(=C(C=C3)Cl)Cl ((3S,8S)-3-[3-(3,4-Dichloro-benzyloxy)-phenyl]-8-{(S)-2-[4-(2,3-dimethyl-pyridin-4-yl)-phenyl]-1-methoxycarbonyl-ethylcarbamoyl}-2,3,8,9-tetrahydro-6H-[1,4]dioxino[2,3-g]isoquinoline-7-carboxylic acid tert-butyl ester). Reaction SMILES: [C:1]([O:5][C:6]([N:8]1[C@H:17]([C:18]([OH:20])=O)[CH2:16][C:15]2[CH:14]=[C:13]3[O:21][CH2:22][C@H:23]([C:25]4[CH:30]=[CH:29][CH:28]=[C:27]([O:31][CH2:32][C:33]5[CH:38]=[CH:37][C:36]([Cl:39])=[C:35]([Cl:40])[CH:34]=5)[CH:26]=4)[O:24][C:12]3=[CH:11][C:10]=2[CH2:9]1)=[O:7])([CH3:4])([CH3:3])[CH3:2].C1C=CC2N(O)N=NC=2C=1.Cl.Cl.[CH3:53][O:54][C:55](=[O:73])[C@@H:56]([NH2:72])[CH2:57][C:58]1[CH:63]=[CH:62][C:61]([C:64]2[CH:69]=[CH:68][N:67]=[C:66]([CH3:70])[C:65]=2[CH3:71])=[CH:60][CH:59]=1.CCN(C(C)C)C(C)C>C(Cl)Cl.CCN=C=NCCCN(C)C>[C:1]([O:5][C:6]([N:8]1[C@H:17]([C:18](=[O:20])[NH:72][C@H:56]([C:55]([O:54][CH3:53])=[O:73])[CH2:57][C:58]2[CH:59]=[CH:60][C:61]([C:64]3[CH:69]=[CH:68][N:67]=[C:66]([CH3:70])[C:65]=3[CH3:71])=[CH:62][CH:63]=2)[CH2:16][C:15]2[CH:14]=[C:13]3[O:21][CH2:22][C@H:23]([C:25]4[CH:30]=[CH:29][CH:28]=[C:27]([O:31][CH2:32][C:33]5[CH:38]=[CH:37][C:36]([Cl:39])=[C:35]([Cl:40])[CH:34]=5)[CH:26]=4)[O:24][C:12]3=[CH:11][C:10]=2[CH2:9]1)=[O:7])([CH3:4])([CH3:3])[CH3:2] |f:2.3.4|. Reported procedure: (3S,8S)-3-[3-(3,4-Dichloro-benzyloxy)-phenyl]-2,3,8,9-tetrahydro-6H-[1,4]dioxino[2,3-g]isoquinoline-7,8-dicarboxylic acid 7-tert-butyl ester (150 mg) was taken in 2 mL of anhydrous DCM and EDCI (64 mg), HOBT (47 mg) and (S)-2-amino-3-[4-(2,3-dimethyl-pyridin-4-yl)-phenyl]-propionic acid methyl ester dihydrochloride (91 mg) and stirred for 5 minutes. Reaction mixture was cooled to 0° C. and DIEA (164 mg) was added and reaction was stirred at room temperature for 2 hours. After the reaction is com...